From a dataset of the Open Reaction Database (ORD), a public repository of structured organic reaction records. describe an organic reaction: reactants, conditions, products, and yield Reactants: CCCCCCCN(CCc1csc(SC(C)(C)C(=O)OC(C)(C)C)n1)c1ncc(CC)cn1, ClCCl, O=C(O)C(F)(F)F. The product is CCCCCCCN(CCc1csc(SC(C)(C)C(=O)O)n1)c1ncc(CC)cn1. RXN SMILES: [C:1]([CH3:2])([CH3:3])([CH3:4])[O:5][C:6]([C:7]([CH3:8])([CH3:9])[S:10][c:11]1[s:12][cH:13][c:14]([CH2:16][CH2:17][N:18]([CH2:19][CH2:20][CH2:21][CH2:22][CH2:23][CH2:24][CH3:25])[c:26]2[n:27][cH:28][c:29]([CH2:32][CH3:33])[cH:30][n:31]2)[n:15]1)=[O:34].[Cl:42][CH2:43][Cl:44].[OH:35][C:36]([C:37]([F:38])([F:39])[F:40])=[O:41]>>[O:5]=[C:6]([C:7]([CH3:8])([CH3:9])[S:10][c:11]1[s:12][cH:13][c:14]([CH2:16][CH2:17][N:18]([CH2:19][CH2:20][CH2:21][CH2:22][CH2:23][CH2:24][CH3:25])[c:26]2[n:27][cH:28][c:29]([CH2:32][CH3:33])[cH:30][n:31]2)[n:15]1)[OH:34]. Run in CC(=O)N(C)C (DMA). Procedure: Heat a solution of 2,5-dibromo-3-methyl-pyridine (Chontech Inc.) (12.6 g, 50.3 mmol), piperazine-1-carboxylic acid tert-butyl ester (11.7 g, 62.9 mmol) and DIEA (13.3 g, 102.0 mmol) in DMA at 130° C. for 36 h. Partition the dark brown reaction mixture between water and EtOAc. Wash the EtOAc layer with water (1×) and brine (1×), dry (Na2SO4) and concentrate under reduced pressure to give the crude product. Purify by flash chromatography, eluting with 9:1 hexanes:EtOAc, increasing to 3:1 hexanes:E... Reaction SMILES: Br[C:2]1[C:7]([CH3:8])=[CH:6][C:5]([Br:9])=[CH:4][N:3]=1.[C:10]([O:14][C:15]([N:17]1[CH2:22][CH2:21][NH:20][CH2:19][CH2:18]1)=[O:16])([CH3:13])([CH3:12])[CH3:11].CCN(C(C)C)C(C)C>CC(N(C)C)=O>[C:10]([O:14][C:15]([N:17]1[CH2:22][CH2:21][N:20]([C:2]2[C:7]([CH3:8])=[CH:6][C:5]([Br:9])=[CH:4][N:3]=2)[CH2:19][CH2:18]1)=[O:16])([CH3:13])([CH3:11])[CH3:12]. Starting materials: BrC1=NC=C(C=C1C)Br (2,5-dibromo-3-methyl-pyridine), C(C)(C)(C)OC(=O)N1CCNCC1 (piperazine-1-carboxylic acid tert-butyl ester), CCN(C(C)C)C(C)C (DIEA). The product is C(C)(C)(C)OC(=O)N1CCN(CC1)C1=NC=C(C=C1C)Br (4-(5-bromo-3-methyl-pyridin-2-yl)-piperazine-1-carboxylic acid tert-butyl ester). The reactants are ice, [H-].[Al+3].[Li+].[H-].[H-].[H-] (lithium aluminium hydride), O1CCCC1 (tetrahydrofurane), C1COC(OCC)(N2CC(C(CC2)CCC(=O)O)=O)O1 (ethyl 4-carboxyethyl-3-oxopiperidine-1-carboxylate ethylene ketal). Product: C1COC(OCC)(N2CC(C(CC2)CO)=O)O1 (Ethyl 4-hydroxymethyl-3-oxopiperidine-1-carboxylate ethylene ketal). The yield is 84.0%. As a reaction SMILES: [CH2:1]1[O:20][C:4]([N:8]2[CH2:13][CH2:12][CH:11]([CH2:14]CC(O)=O)[C:10](=[O:19])[CH2:9]2)([O:5][CH2:6][CH3:7])[O:3][CH2:2]1.[H-].[Al+3].[Li+].[H-].[H-].[H-].[O:27]1CCCC1>>[CH2:1]1[O:20][C:4]([N:8]2[CH2:13][CH2:12][CH:11]([CH2:14][OH:27])[C:10](=[O:19])[CH2:9]2)([O:5][CH2:6][CH3:7])[O:3][CH2:2]1 |f:1.2.3.4.5.6|. Procedure: To an ice cooled solution of ethyl 4-carboxyethyl-3-oxopiperidine-1-carboxylate ethylene ketal (38 g, 0.132 mol, U.S. Pat. No. 4,278,676) in tetrahydrofurane (100 ml) is added lithium aluminium hydride pellets (2.51 g, 0.066 mol). The ice bath is removed and the reaction mixture is allowed to reach reflux temperature and is then kept at reflux temperature for 3 hours. The mixture is quenched with dilute hydrochloric acid and is diluted with dichloromethane. The mixture is washed twice with satur... Starting materials: ClC1=NC(=CC(=C1C#N)C1=CC=CC=C1)N1CCOCC1 (2-chloro-6-morpholino-4-phenyl-3-cyano-pyridine), CNN (methyl-hydrazine), C(CO)O (ethylene glycol). Solvent: O (water). Run at temperature 170 celsius. Yields the product NC1=NN(C2=NC(=CC(=C21)C2=CC=CC=C2)N2CCOCC2)C (3-Amino-1-methyl-6-morpholino-4-phenyl-1H-pyrazolo[3,4-b]pyridine). RXN SMILES: Cl[C:2]1[C:7]([C:8]#[N:9])=[C:6]([C:10]2[CH:15]=[CH:14][CH:13]=[CH:12][CH:11]=2)[CH:5]=[C:4]([N:16]2[CH2:21][CH2:20][O:19][CH2:18][CH2:17]2)[N:3]=1.[CH3:22][NH:23][NH2:24].C(O)CO>O>[NH2:9][C:8]1[C:7]2[C:2](=[N:3][C:4]([N:16]3[CH2:21][CH2:20][O:19][CH2:18][CH2:17]3)=[CH:5][C:6]=2[C:10]2[CH:15]=[CH:14][CH:13]=[CH:12][CH:11]=2)[N:23]([CH3:22])[N:24]=1. Procedure: A mixture consisting of 3.0 gm (0.01 mol) of 2-chloro-6-morpholino-4-phenyl-3-cyano-pyridine, 1.4 gm (0.03 mol) of methyl-hydrazine and 4 ml of ethylene glycol was refluxed for 3 hours at 170° C. (bath temperature). The resulting solution was then taken up in 50 ml of water, whereupon the reaction product initially separated out as a pasty precipitate. The pasty product was collected and digested with water, and after it has solidified it was suction-filtered off, washed and dried, yielding 2.8 ...